Dataset: the Open Reaction Database (ORD), a public repository of structured organic reaction records. Task: describe an organic reaction: reactants, conditions, products, and yield Reported procedure: 2-Hydroxy-3,6-dihydroxycarbonylnaphthalene (4.64 g) and aniline (4.10 g) were dispersed in xylene (92.8 g), followed by heating to 90° C. Phosphorous trichloride (2.4 g) was added dropwise at 90 to 100° C., and then the mixture was reacted at 140° C. for 3 hours. After the completion of the reaction, water (92.8 g) was added and the reaction solution was neutralized with sodium carbonate at 90° C. The solution was filtered at room temperature and washed in turn with xylene (46.4 g) and water (46... Run in C=1(C(=CC=CC1)C)C (xylene), O (water). Isolated yield 45.8%. RXN SMILES: [OH:1][C:2]1[C:11]([C:12]([OH:14])=O)=[CH:10][C:9]2[C:4](=[CH:5][CH:6]=[C:7]([C:15]([OH:17])=O)[CH:8]=2)[CH:3]=1.[NH2:18][C:19]1[CH:24]=[CH:23][CH:22]=[CH:21][CH:20]=1.P(Cl)(Cl)Cl.C(=O)([O-])[O-].[Na+].[Na+]>C1(C)C(C)=CC=CC=1.O>[OH:1][C:2]1[C:11]([C:12]([NH:18][C:19]2[CH:24]=[CH:23][CH:22]=[CH:21][CH:20]=2)=[O:14])=[CH:10][C:9]2[C:4](=[CH:5][CH:6]=[C:7]([C:15]([NH:18][C:19]3[CH:24]=[CH:23][CH:22]=[CH:21][CH:20]=3)=[O:17])[CH:8]=2)[CH:3]=1 |f:3.4.5|. Yields the product OC1=CC2=CC=C(C=C2C=C1C(=O)NC1=CC=CC=C1)C(=O)NC1=CC=CC=C1 (2-hydroxy-3,6-diphenylaminocarbonylnaphthalene). Reaction conditions: temperature 90 celsius. Reactants: P(Cl)(Cl)Cl (Phosphorous trichloride), C([O-])([O-])=O.[Na+].[Na+] (sodium carbonate), OC1=CC2=CC=C(C=C2C=C1C(=O)O)C(=O)O (2-Hydroxy-3,6-dihydroxycarbonylnaphthalene), NC1=CC=CC=C1 (aniline). The reactants are Cc1ccccc1, CCC(=O)c1c(C)cc(N)cc1C, O=C(Cl)Cl. Product: CCC(=O)c1c(C)cc(N=C=O)cc1C. As a reaction SMILES: [CH3:18][c:19]1[cH:20][cH:21][cH:22][cH:23][cH:24]1.[CH3:1][c:2]1[cH:3][c:4]([NH2:5])[cH:6][c:7]([CH3:13])[c:8]1[C:9]([CH2:10][CH3:11])=[O:12].[Cl:14][C:15]([Cl:16])=[O:17]>>[CH3:1][c:2]1[cH:3][c:4]([N:5]=[C:15]=[O:17])[cH:6][c:7]([CH3:13])[c:8]1[C:9]([CH2:10][CH3:11])=[O:12]. Starting materials: [Si](C1=CC=CC=C1)(C1=CC=CC=C1)(C(C)(C)C)Cl (Tert-butyldiphenylsilyl chloride), OCC(CO)(CO)CO (2,2-bis(hydroxymethyl)propane-1,3-diol). Run in N1=CC=CC=C1 (pyridine), CCOC(=O)C (EtOAc), CCOC(=O)C (EtOAc), N1=CC=CC=C1 (pyridine). Reaction conditions: time 24 hour. Product: OCC(CO)(CO[Si](C(C)(C)C)(C1=CC=CC=C1)C1=CC=CC=C1)CO (2,2-Bis(hydroxymethyl)-6,6-dimethyl-5,5-diphenyl-4-oxa-5-silaheptan-1-ol). Isolated yield 89.2%. Reaction SMILES: [OH:1][CH2:2][C:3]([CH2:8][OH:9])([CH2:6][OH:7])[CH2:4][OH:5].[Si:10](Cl)([C:23]([CH3:26])([CH3:25])[CH3:24])([C:17]1[CH:22]=[CH:21][CH:20]=[CH:19][CH:18]=1)[C:11]1[CH:16]=[CH:15][CH:14]=[CH:13][CH:12]=1>N1C=CC=CC=1.CCOC(C)=O>[OH:1][CH2:2][C:3]([CH2:8][OH:9])([CH2:6][O:7][Si:10]([C:11]1[CH:16]=[CH:15][CH:14]=[CH:13][CH:12]=1)([C:17]1[CH:18]=[CH:19][CH:20]=[CH:21][CH:22]=1)[C:23]([CH3:26])([CH3:24])[CH3:25])[CH2:4][OH:5]. Procedure details: 2,2-bis(hydroxymethyl)propane-1,3-diol (10.55 g, 77 mmole) was taken up in dry pyridine (100 mL). Tert-butyldiphenylsilyl chloride (4.26 g, 15 mmole, 0.2 eq) was then added dropwise over 10 minutes to the pyridine solution at ambient temperature. The reaction mixture was stirred at ambient temperature for 24 hours. TLC (EtOAc) indicated that the reaction was complete. The reaction was diluted with EtOAc (250 mL), washed with 10% HCl (3×200 mL). The organic layer was dried over sodium sulfate and... Starting materials: ClC=1C=CC(=C(C1)N1CC(CCC1)F)[N+](=O)[O-] (1-(5-chloro-2-nitro-phenyl)-3-fluoro-piperidine), CN1CCNCC1 (N-methylpiperazine). The solvent is C(Cl)Cl (CH2Cl2). Procedure: A solution of 1-(5-chloro-2-nitro-phenyl)-3-fluoro-piperidine (as prepared in the previous step, 0.44 g, 1.7 mmol) in N-methylpiperazine (2 mL) was heated to 80° C. for 18.5 h. The reaction was cooled to room temperature, diluted with CH2Cl2 and washed with water. The aqueous layer was extracted with CH2Cl2. The combined organic layers were dried over MgSO4 and concentrated in vacuo to afford the title compound (0.50 g, 93%) as a yellow solid. 1H-NMR (CDCl3; 400 MHz): δ 8.00 (d, 1H, J=9.2 Hz), 6... Conditions: temperature 80 celsius. The yield is 93.0%. Yields the product FC1CN(CCC1)C=1C=C(C=CC1[N+](=O)[O-])N1CCN(CC1)C (1-[3-(3-Fluoro-piperidin-1-yl)-4-nitro-phenyl]-4-methyl-piperazine). As a reaction SMILES: Cl[C:2]1[CH:3]=[CH:4][C:5]([N+:15]([O-:17])=[O:16])=[C:6]([N:8]2[CH2:13][CH2:12][CH2:11][CH:10]([F:14])[CH2:9]2)[CH:7]=1.[CH3:18][N:19]1[CH2:24][CH2:23][NH:22][CH2:21][CH2:20]1>C(Cl)Cl>[F:14][CH:10]1[CH2:11][CH2:12][CH2:13][N:8]([C:6]2[CH:7]=[C:2]([N:22]3[CH2:23][CH2:24][N:19]([CH3:18])[CH2:20][CH2:21]3)[CH:3]=[CH:4][C:5]=2[N+:15]([O-:17])=[O:16])[CH2:9]1. The reactants are C(C)(C)(C)N1CC(C1)O (1-(tert.-butyl)-3-azetidinol), C1(=C(C(=CC=C1)C)C)O (2,3-xylenol), FC(C(=O)O)(F)F (trifluoroacetic acid). Run in CCOCC (ether). Conditions: temperature 130 celsius. The product is CC1=C(C=CC=C1C)OCC(CNC(C)(C)C)O (1-(2',3'-dimethylphenyloxy)-3-(tert.-butylamino)-2-propanol). As a reaction SMILES: [C:1]([N:5]1[CH2:8][CH:7]([OH:9])[CH2:6]1)([CH3:4])([CH3:3])[CH3:2].[C:10]1([OH:18])[CH:15]=[CH:14][CH:13]=[C:12]([CH3:16])[C:11]=1[CH3:17].FC(F)(F)C(O)=O>CCOCC>[CH3:17][C:11]1[C:12]([CH3:16])=[CH:13][CH:14]=[CH:15][C:10]=1[O:18][CH2:6][CH:7]([OH:9])[CH2:8][NH:5][C:1]([CH3:2])([CH3:3])[CH3:4]. Procedure details: A mixture of 4.8 parts of 1-(tert.-butyl)-3-azetidinol, 6.1 parts of 2,3-xylenol and 1.4 parts of trifluoroacetic acid was heated at 130° C. for 12 hours. The reaction mixture was cooled and dissolved in 100 parts of ether, and the solution was washed three times with 50 parts of 2N-sodium hydroxide aqueous solution and extracted three times with 2N-hydrochloric acid aqueous solution. The extract was washed twice with 50 parts of ether and made alkaline by addition of 2N-sodium hydroxide solutio... The reactants are OC1CC(C1)(C(=O)OCC)C(=O)OCC (diethyl 3-hydroxycyclobutane-1,1-dicarboxylate), C=1C=C[NH+]=CC1.[O-][Cr](=O)(=O)Cl (PCC). The solvent is C(Cl)Cl (DCM). Reaction conditions: time 4 hour. The product is O=C1CC(C1)(C(=O)OCC)C(=O)OCC (diethyl 3-oxocyclobutane-1,1-dicarboxylate). RXN SMILES: [OH:1][CH:2]1[CH2:5][C:4]([C:11]([O:13][CH2:14][CH3:15])=[O:12])([C:6]([O:8][CH2:9][CH3:10])=[O:7])[CH2:3]1.C1C=C[NH+]=CC=1.[O-][Cr](Cl)(=O)=O>C(Cl)Cl>[O:1]=[C:2]1[CH2:5][C:4]([C:6]([O:8][CH2:9][CH3:10])=[O:7])([C:11]([O:13][CH2:14][CH3:15])=[O:12])[CH2:3]1 |f:1.2|. Reported procedure: To a solution of diethyl 3-hydroxycyclobutane-1,1-dicarboxylate (159) (649 mg, 3 mmol) in DCM (7 mL) was added PCC (1.37 g, 6.3 mmol) and the mixture was stirred for 4 hours at room temperature. The product was filtered through a silica gel plug and the residue was purified using column chromatography with hexanes/ethyl acetate as eluent to yield diethyl 3-oxocyclobutane-1,1-dicarboxylate (160). 1H NMR (400 MHz, CD2Cl2) δ 4.28 (q, J=7.2 Hz, 4H), 3.63 (s, 4H), 1.31 (t, J=7.2 Hz, 6H). MS m/z 215.1... RXN SMILES: C([Li])CCC.CCCCCC.I[C:13]1[CH:18]=[CH:17][C:16]([CH:19]2[O:24][CH2:23][C:22]([CH3:26])([CH3:25])[CH2:21][O:20]2)=[CH:15][C:14]=1[O:27][CH3:28].[Na].[Cl:30][C:31]1[CH:32]=[C:33]2[C:37](=[CH:38][CH:39]=1)[NH:36][C:35](=[O:40])[C:34]2=[O:41].ClC1C=C2C(=CC=1)NC(=O)C2=O.[H-].[Na+].[Cl-].[NH4+]>C1COCC1>[Cl:30][C:31]1[CH:32]=[C:33]2[C:37](=[CH:38][CH:39]=1)[NH:36][C:35](=[O:40])[C:34]2([C:13]1[CH:18]=[CH:17][C:16]([CH:19]2[O:24][CH2:23][C:22]([CH3:26])([CH3:25])[CH2:21][O:20]2)=[CH:15][C:14]=1[O:27][CH3:28])[OH:41] |f:3.4,6.7,8.9,^1:28|. Product: ClC=1C=C2C(C(NC2=CC1)=O)(O)C1=C(C=C(C=C1)C1OCC(CO1)(C)C)OC (5-Chloro-3-[4-(5,5-dimethyl[1,3]dioxan-2-yl)-2-methoxyphenyl]-3-hydroxy-1,3-dihydro-indol-2-one). Conditions: time 15 minute. Reactants: [Cl-].[NH4+] (ammonium chloride), [Na].ClC=1C=C2C(C(NC2=CC1)=O)=O (5-chloroisatin sodium salt), organolithium, C(CCC)[Li] (n-butyllithium), CCCCCC (hexane), IC1=C(C=C(C=C1)C1OCC(CO1)(C)C)OC (2-(4-iodo-3-methoxyphenyl)-5,5-dimethyl[1,3]dioxane), ClC=1C=C2C(C(NC2=CC1)=O)=O (5-chloroisatin), [H-].[Na+] (sodium hydride). The solvent is C1CCOC1 (THF), C1CCOC1 (THF). Reported procedure: A solution of n-butyllithium in hexane (1.6 m, 5.52 ml, 8.83 mmol) was slowly added dropwise to a solution of 2-(4-iodo-3-methoxyphenyl)-5,5-dimethyl[1,3]dioxane (3.00 g, 8.62 mmol) in THF (100 ml) at −78° C. After 15 min, a solution of 5-chloroisatin sodium salt [prepared by treating a solution of 5-chloroisatin (1.21 g, 6.64 mmol) in THF with one equivalent of sodium hydride at 0° C. for one h] was added dropwise to the solution of the organolithium species. The reaction mixture is allowed to ... The reactants are NC(=O)c1cc(C(=O)O)c2c(c1)C(C(=O)O)CCN2, [Na+], [OH-]. Yields the product O=C(O)c1cc(C(=O)O)c2c(c1)C(C(=O)O)CCN2. As a reaction SMILES: [C:1]([NH2:2])(=[O:3])[c:4]1[cH:5][c:6]2[c:11]([c:12]([C:14](=[O:15])[OH:16])[cH:13]1)[NH:10][CH2:9][CH2:8][CH:7]2[C:17](=[O:18])[OH:19].[Na+:21].[OH-:20]>>[C:1](=[O:3])([c:4]1[cH:5][c:6]2[c:11]([c:12]([C:14](=[O:15])[OH:16])[cH:13]1)[NH:10][CH2:9][CH2:8][CH:7]2[C:17](=[O:18])[OH:19])[OH:20].